Dataset: the Open Reaction Database (ORD), a public repository of structured organic reaction records. Task: describe an organic reaction: reactants, conditions, products, and yield Starting materials: Cc1ccccc1, CO, CSc1cn(CC#N)c2ccc(Cl)cc12, O. Yields the product CS(=O)c1cn(CC#N)c2ccc(Cl)cc12. RXN SMILES: [CH3:16][c:17]1[cH:18][cH:19][cH:20][cH:21][cH:22]1.[CH3:23][OH:24].[Cl:1][c:2]1[cH:3][c:4]2[c:5]([S:14][CH3:15])[cH:6][n:7]([CH2:11][C:12]#[N:13])[c:8]2[cH:9][cH:10]1.[OH2:25]>>[Cl:1][c:2]1[cH:3][c:4]2[c:5]([S:14]([CH3:15])=[O:24])[cH:6][n:7]([CH2:11][C:12]#[N:13])[c:8]2[cH:9][cH:10]1. The reactants are CSC=1C=C(N)C=CC1 (3-(methylthio)aniline), C(OCC)(OCC)OCC (triethyl orthoformate), C(C)(=O)O (acetic acid), C(OCC)(OCC)OCC (triethyl orthoformate), [N+](=O)([O-])CC(=O)OCC (ethyl nitroacetate), C(C)(=O)O (acetic acid). The reagents and catalysts are [Fe] (iron). The product is CSC=1C=C(C=CC1)N1C=NC(=C1)C(=O)O (1-(3-Methylsulfanyl-phenyl)-1H-imidazole-4-carboxylic Acid). As a reaction SMILES: [CH3:1][S:2][C:3]1[CH:4]=[C:5]([CH:7]=[CH:8][CH:9]=1)[NH2:6].[CH:10](OCC)(OCC)OCC.[N+:20]([CH2:23]C(OCC)=O)([O-])=O.[C:29]([OH:32])(=[O:31])[CH3:30]>[Fe]>[CH3:1][S:2][C:3]1[CH:4]=[C:5]([N:6]2[CH:10]=[C:30]([C:29]([OH:32])=[O:31])[N:20]=[CH:23]2)[CH:7]=[CH:8][CH:9]=1. Reported procedure: Following the general method described in example 234, 3-(methylthio)aniline was reacted with triethyl orthoformate, ethyl nitroacetate and acetic acid followed by treatment with triethyl orthoformate, iron and acetic acid and subsequent alkaline hydrolysis. The title compound was obtained as a grey crystalline solid. Mp. 190-192° C. (H2O/dioxane), MS: m/e=234 (M+).